From a dataset of the Open Reaction Database (ORD), a public repository of structured organic reaction records. describe an organic reaction: reactants, conditions, products, and yield Starting materials: CNC, Cc1ccc2cc(CCOS(C)(=O)=O)sc2c1, CO. Yields the product Cc1ccc2cc(CCN(C)C)sc2c1. As a reaction SMILES: [CH3:18][NH:19][CH3:20].[CH3:1][c:2]1[cH:3][cH:4][c:5]2[c:6]([s:7][c:8]([CH2:10][CH2:11][O:12][S:13]([CH3:14])(=[O:15])=[O:16])[cH:9]2)[cH:17]1.[CH3:21][OH:22]>>[CH3:1][c:2]1[cH:3][cH:4][c:5]2[c:6]([s:7][c:8]([CH2:10][CH2:11][N:19]([CH3:18])[CH3:20])[cH:9]2)[cH:17]1.